This data is from the Open Reaction Database (ORD), a public repository of structured organic reaction records. The task is: describe an organic reaction: reactants, conditions, products, and yield Reactants: NC=1SC=C(N1)CSCCN (2-[(2-aminothiazol-4-yl)methylthio]ethylamine), C1(=C(C(=C(C(=C1F)F)F)N)F)N.Cl.Cl (dihydrochloride), COC1=NS(N=C1OC)(=O)=O (3,4-dimethoxy-1,2,5-thiadiazole 1,1-dioxide). Run in CO (methanol), CO (methanol). Conditions: time 1.5 hour. Product: NC=1SC=C(N1)CSCCNC1=NS(N=C1NC)(=O)=O (3-{2-[(2-Aminothiazol-4-yl)methylthio]ethylamino}-4-methylamino-1,2,5-thiadiazole 1,1-dioxide). Reaction SMILES: [NH2:1][C:2]1[S:3][CH:4]=[C:5]([CH2:7][S:8][CH2:9][CH2:10][NH2:11])[N:6]=1.C1(N)C(F)=C(F)C(F)=[C:14]([NH2:21])C=1F.Cl.Cl.CO[C:28]1[C:32](OC)=[N:31][S:30](=[O:36])(=[O:35])[N:29]=1>CO>[NH2:1][C:2]1[S:3][CH:4]=[C:5]([CH2:7][S:8][CH2:9][CH2:10][NH:11][C:28]2[C:32]([NH:21][CH3:14])=[N:31][S:30](=[O:36])(=[O:35])[N:29]=2)[N:6]=1 |f:1.2.3|. Procedure details: A solution of 2-[(2-aminothiazol-4-yl)methylthio]ethylamine (from the dihydrochloride, 3.0 g; 11.4 mmoles) [prepared in Step A] in 25 ml of methanol was added dropwise over 1.5 hours to a cold (5°), stirred, partial suspension of 3,4-dimethoxy-1,2,5-thiadiazole 1,1-dioxide (2.03 g; 11.4 mmoles) in 55 ml of methanol. After 1.5 hours, anhydrous methylamine was bubbled into the solution for 30 minutes and stirred at 5° for 19 hours. The reaction mixture was evaporated under reduced pressure and the... Reactants: CO, C[O-], CCOC(=O)C(C)Oc1ccccc1COc1cc(-n2c(=O)cc(C(F)(F)F)n(C)c2=O)c(F)cc1Cl, Cl, [Na+]. Yields the product COC(=O)C(C)Oc1ccccc1COc1cc(-n2c(=O)cc(C(F)(F)F)n(C)c2=O)c(F)cc1Cl. Reaction SMILES: [CH3:1][OH:2].[CH3:40][O-:41].[Cl:3][c:4]1[c:5]([O:6][CH2:7][c:8]2[c:9]([O:10][CH:11]([C:12](=[O:13])[O:14][CH2:15][CH3:16])[CH3:17])[cH:18][cH:19][cH:20][cH:21]2)[cH:22][c:23](-[n:27]2[c:28](=[O:39])[n:29]([CH3:38])[c:30]([C:34]([F:35])([F:36])[F:37])[cH:31][c:32]2=[O:33])[c:24]([F:26])[cH:25]1.[ClH:43].[Na+:42]>>[Cl:3][c:4]1[c:5]([O:6][CH2:7][c:8]2[c:9]([O:10][CH:11]([C:12](=[O:13])[O:14][CH3:15])[CH3:17])[cH:18][cH:19][cH:20][cH:21]2)[cH:22][c:23](-[n:27]2[c:28](=[O:39])[n:29]([CH3:38])[c:30]([C:34]([F:35])([F:36])[F:37])[cH:31][c:32]2=[O:33])[c:24]([F:26])[cH:25]1. The reactants are CC(C)(C)N1CC(CO)C1, ClC(Cl)(Cl)Cl, c1ccc(P(c2ccccc2)c2ccccc2)cc1. The product is CC(C)(C)N1CC(CCl)C1. RXN SMILES: [C:1]([CH3:2])([CH3:3])([CH3:4])[N:5]1[CH2:6][CH:7]([CH2:9][OH:10])[CH2:8]1.[C:30]([Cl:31])([Cl:32])([Cl:33])[Cl:34].[c:11]1([P:12]([c:13]2[cH:14][cH:15][cH:16][cH:17][cH:18]2)[c:19]2[cH:20][cH:21][cH:22][cH:23][cH:24]2)[cH:25][cH:26][cH:27][cH:28][cH:29]1>>[C:1]([CH3:2])([CH3:3])([CH3:4])[N:5]1[CH2:6][CH:7]([CH2:9][Cl:31])[CH2:8]1. The reactants are [BH3-]C#N, O=C([O-])O, CO, CC(=O)O, COc1ccc(C=O)cn1, Nc1ccccc1C(=O)Nc1ccc(Br)c(C(F)(F)F)c1, [Na+], [Na+]. The product is COc1ccc(CNc2ccccc2C(=O)Nc2ccc(Br)c(C(F)(F)F)c2)cn1. RXN SMILES: [C:1]([BH3-:2])#[N:3].[C:36](=[O:37])([O-:38])[OH:39].[CH3:41][OH:42].[CH3:43][C:44](=[O:45])[OH:46].[CH3:5][O:6][c:7]1[cH:8][cH:9][c:10]([CH:13]=[O:14])[cH:11][n:12]1.[NH2:15][c:16]1[c:17]([C:18](=[O:19])[NH:20][c:21]2[cH:22][c:23]([C:28]([F:29])([F:30])[F:31])[c:24]([Br:27])[cH:25][cH:26]2)[cH:32][cH:33][cH:34][cH:35]1.[Na+:40].[Na+:4]>>[CH3:5][O:6][c:7]1[cH:8][cH:9][c:10]([CH2:13][NH:15][c:16]2[c:17]([C:18](=[O:19])[NH:20][c:21]3[cH:22][c:23]([C:28]([F:29])([F:30])[F:31])[c:24]([Br:27])[cH:25][cH:26]3)[cH:32][cH:33][cH:34][cH:35]2)[cH:11][n:12]1. The reactants are NC1CC1, Cn1nc(-c2ccc(Cl)c(S(=O)(=O)Cl)c2)c(Cl)c1OC(F)F, C1CCOC1. Product: Cn1nc(-c2ccc(Cl)c(S(=O)(=O)NC3CC3)c2)c(Cl)c1OC(F)F. As a reaction SMILES: [CH:1]1([NH2:4])[CH2:2][CH2:3]1.[Cl:5][c:6]1[c:7](-[c:16]2[cH:17][c:18]([S:23](=[O:24])(=[O:25])[Cl:26])[c:19]([Cl:22])[cH:20][cH:21]2)[n:8][n:9]([CH3:15])[c:10]1[O:11][CH:12]([F:13])[F:14].[O:27]1[CH2:28][CH2:29][CH2:30][CH2:31]1>>[CH:1]1([NH:4][S:23]([c:18]2[cH:17][c:16](-[c:7]3[c:6]([Cl:5])[c:10]([O:11][CH:12]([F:13])[F:14])[n:9]([CH3:15])[n:8]3)[cH:21][cH:20][c:19]2[Cl:22])(=[O:24])=[O:25])[CH2:2][CH2:3]1.